This data is from the Open Reaction Database (ORD), a public repository of structured organic reaction records. The task is: describe an organic reaction: reactants, conditions, products, and yield Starting materials: CC(C)CNC1CCCN(C(=O)OC(C)(C)C)C1, ClCCCl, Nc1cc(C(F)(F)F)ccc1C(=O)O, O, CCOP(=O)(C#N)OCC. Yields the product CC(C)CN(C(=O)c1ccc(C(F)(F)F)cc1N)C1CCCN(C(=O)OC(C)(C)C)C1. Reaction SMILES: [CH3:15][CH:16]([CH2:17][NH:18][CH:19]1[CH2:20][N:21]([C:25](=[O:26])[O:27][C:28]([CH3:29])([CH3:30])[CH3:31])[CH2:22][CH2:23][CH2:24]1)[CH3:32].[Cl:44][CH2:45][CH2:46][Cl:47].[NH2:1][c:2]1[c:3]([C:4](=[O:5])[OH:6])[cH:7][cH:8][c:9]([C:11]([F:12])([F:13])[F:14])[cH:10]1.[OH2:43].[P:33]([C:34]#[N:35])(=[O:36])([O:37][CH2:38][CH3:39])[O:40][CH2:41][CH3:42]>>[NH2:1][c:2]1[c:3]([C:4](=[O:6])[N:18]([CH2:17][CH:16]([CH3:15])[CH3:32])[CH:19]2[CH2:20][N:21]([C:25](=[O:26])[O:27][C:28]([CH3:29])([CH3:30])[CH3:31])[CH2:22][CH2:23][CH2:24]2)[cH:7][cH:8][c:9]([C:11]([F:12])([F:13])[F:14])[cH:10]1. The reactants are CC(C)(C)OC(=O)NC(COS(C)(=O)=O)CC1CCC(F)(F)CC1, CN, CCOC(C)=O. The product is CNCC(CC1CCC(F)(F)CC1)NC(=O)OC(C)(C)C. Reaction SMILES: [CH3:1][S:2]([O:3][CH2:6][CH:7]([CH2:8][CH:9]1[CH2:10][CH2:11][C:12]([F:15])([F:16])[CH2:13][CH2:14]1)[NH:17][C:18](=[O:19])[O:20][C:21]([CH3:22])([CH3:23])[CH3:24])(=[O:4])=[O:5].[CH3:25][NH2:26].[CH3:27][CH2:28][O:29][C:30]([CH3:31])=[O:32]>>[CH2:6]([CH:7]([CH2:8][CH:9]1[CH2:10][CH2:11][C:12]([F:15])([F:16])[CH2:13][CH2:14]1)[NH:17][C:18](=[O:19])[O:20][C:21]([CH3:22])([CH3:23])[CH3:24])[NH:26][CH3:25]. The reactants are C(C)NC1=CC=CC=C1 (N-ethylaniline), C(C)(C)(C)OC(=O)N(CCOC=1C=C(C(=O)O)C=C(C1)Cl)C1=CC=NC=C1 (3-[2-(tert-butoxycarbonyl-pyridin-4-yl-amino)ethoxy]-5-chloro-benzoic acid), CN(C)C(=[N+](C)C)ON1C2=C(C=CC=C2)N=N1.[B-](F)(F)(F)F (TBTU), C=1C=CC2=C(C1)N=NN2O (HOBt), CCN(C(C)C)C(C)C (DIPEA). Run in CN(C)C=O (DMF). Run at time 66 hour. The product is C(C)(C)(C)OC(N(C1=CC=NC=C1)CCOC1=CC(=CC(=C1)C(N(C1=CC=CC=C1)CC)=O)Cl)=O ({2-[3-Chloro-5-(ethyl-phenyl-carbamoyl)-phenoxy]-ethyl}-pyridin-4-yl-carbamic acid tert-butyl ester). RXN SMILES: [C:1]([O:5][C:6]([N:8]([C:22]1[CH:27]=[CH:26][N:25]=[CH:24][CH:23]=1)[CH2:9][CH2:10][O:11][C:12]1[CH:13]=[C:14]([CH:18]=[C:19]([Cl:21])[CH:20]=1)[C:15](O)=[O:16])=[O:7])([CH3:4])([CH3:3])[CH3:2].CN(C(ON1N=NC2C=CC=CC1=2)=[N+](C)C)C.[B-](F)(F)(F)F.C1C=CC2N(O)N=NC=2C=1.CCN(C(C)C)C(C)C.[CH2:69]([NH:71][C:72]1[CH:77]=[CH:76][CH:75]=[CH:74][CH:73]=1)[CH3:70]>CN(C=O)C>[C:1]([O:5][C:6](=[O:7])[N:8]([CH2:9][CH2:10][O:11][C:12]1[CH:13]=[C:14]([C:15](=[O:16])[N:71]([CH2:69][CH3:70])[C:72]2[CH:77]=[CH:76][CH:75]=[CH:74][CH:73]=2)[CH:18]=[C:19]([Cl:21])[CH:20]=1)[C:22]1[CH:23]=[CH:24][N:25]=[CH:26][CH:27]=1)([CH3:4])([CH3:3])[CH3:2] |f:1.2|. Procedure: To a stirred solution of 3-[2-(tert-butoxycarbonyl-pyridin-4-yl-amino)ethoxy]-5-chloro-benzoic acid (0.060 g), TBTU (0.096 g) and HOBt (0.030 g) in DMF (1 ml) was added DIPEA (0.052 ml) followed by N-ethylaniline (0.038 ml) after 15 min. The reaction mixture was stirred at room temperature for 66 h and then concentrated under reduced pressure. The residue was subjected to preparative hplc and the title compound (0.080 g) was obtained as a colourless gum by concentration of the required fraction ...